This data is from the Open Reaction Database (ORD), a public repository of structured organic reaction records. The task is: describe an organic reaction: reactants, conditions, products, and yield Reactants: FC1=CC2=C(C(=NO2)C2CCN(CC2)CCN)C=C1 (2-[4-(6-fluoro-1,2-benzisoxazol-3-yl)-1-piperidinyl]ethylamine), CC=1C=C2C(C(=O)OC2=O)=CC1 (4-methylphthalic anhydride), C1(CCCCC1)N=C=NC1CCCCC1 (dicyclohexylcarbodiimide). The solvent is ClCCl (dichloromethane). Conditions: time 2 hour. Yields the product FC1=CC2=C(C(=NO2)C2CCN(CC2)CCN2C(C=3C(C2=O)=CC(=CC3)C)=O)C=C1 (N-[2-[4-(6-Fluoro-1,2-benzisoxazol-3-yl)-1-piperidinyl]ethyl]-4-methylphthalimide). Isolated yield 17.7%. Reaction SMILES: [F:1][C:2]1[CH:19]=[CH:18][C:5]2[C:6]([CH:9]3[CH2:14][CH2:13][N:12]([CH2:15][CH2:16][NH2:17])[CH2:11][CH2:10]3)=[N:7][O:8][C:4]=2[CH:3]=1.[CH3:20][C:21]1[CH:22]=[C:23]2[C:28](=O)[O:27][C:25](=[O:26])[C:24]2=[CH:30][CH:31]=1.C1(N=C=NC2CCCCC2)CCCCC1>ClCCl>[F:1][C:2]1[CH:19]=[CH:18][C:5]2[C:6]([CH:9]3[CH2:14][CH2:13][N:12]([CH2:15][CH2:16][N:17]4[C:28](=[O:27])[C:23]5=[CH:22][C:21]([CH3:20])=[CH:31][CH:30]=[C:24]5[C:25]4=[O:26])[CH2:11][CH2:10]3)=[N:7][O:8][C:4]=2[CH:3]=1. Procedure details: A mixture of 2-[4-(6-fluoro-1,2-benzisoxazol-3-yl)-1-piperidinyl]ethylamine (2.44 gm, 9.24 mmoles), 4-methylphthalic anhydride (1.76 gm, 10.8 moles) and dicyclohexylcarbodiimide (2.1 gm, 1.0 moles) in dichloromethane (DCM, 100 ml) was stirred at room temperature for 2 hr. The insolubles were filtered off. The DCM solution was concentrated to a crude solid. This was purified on a flash chromatography column (35 gm, SiO2, Sorbsil-C-30; eluted with 1% CH3OH in 99% DCM). The material thus purified w...